This data is from the Open Reaction Database (ORD), a public repository of structured organic reaction records. The task is: describe an organic reaction: reactants, conditions, products, and yield The reactants are C(C)(=O)OC1=C(C=C2C=CC(OC2=C1OC)=O)CC=O (7-acetoxy-8-methoxycoumarin-6-acetaldehyde), P(O)(O)(O)=O (phosphoric acid). Yields the product COC1=C2C(=CC=3C=CC(OC31)=O)C=CO2 (9-methoxy-7H-furo[3,2-g][1]benzopyran-7-one). As a reaction SMILES: C(O[C:5]1[C:14]([O:15][CH3:16])=[C:13]2[C:8]([CH:9]=[CH:10][C:11](=[O:17])[O:12]2)=[CH:7][C:6]=1[CH2:18][CH:19]=[O:20])(=O)C.P(=O)(O)(O)O>>[CH3:16][O:15][C:14]1[C:13]2[O:12][C:11](=[O:17])[CH:10]=[CH:9][C:8]=2[CH:7]=[C:6]2[CH:18]=[CH:19][O:20][C:5]=12. Reported procedure: A solution of 2.76 g. (0.010 mole) of 7-acetoxy-8-methoxycoumarin-6-acetaldehyde in 30 ml. of 85% phosphoric acid was heated at 100° for 20 min, cooled and partitioned between water/methylene chloride. The aqueous phase was further extracted with methylene chloride. The organic extracts were combined, dried over sodium sulfate, and evaporated to yield 9-methoxy-7H-furo[3,2-g][1]benzopyran-7-one. Purification was achieved by filtration through a silica gel column, eluting with benzene/ethyl aceta... The reactants are COC=1[C@H](N=C([C@@H](N1)CC1=CC=CO1)OC)C(C)C ((2R, 5S)-2,5-dihydro-3,6-dimethoxy-2-isopropyl-5-furfurylpyrazine), Cl (HCl), O1CCOCC1 (dioxane). Conditions: time 8 hour. Product: N[C@H](C(=O)OC)CC=1OC=CC1 (Methyl (S)-2-amino-3-(2-furyl)propionate). Reaction SMILES: COC1[C@@H](C(C)C)N=[C:6]([O:15][CH3:16])[C@H:7]([CH2:9][C:10]2[O:14][CH:13]=[CH:12][CH:11]=2)[N:8]=1.Cl.[O:21]1CCOCC1>>[NH2:8][C@@H:7]([CH2:9][C:10]1[O:14][CH:13]=[CH:12][CH:11]=1)[C:6]([O:15][CH3:16])=[O:21]. Reported procedure: A mixture of (2R, 5S)-2,5-dihydro-3,6-dimethoxy-2-isopropyl-5-furfurylpyrazine (2 g, 7.6 mmol), 1M HCl (7.6 ml, 7.6 mmol) and dioxane (7.6 ml) was stirred at ambient temperature overnight under N2. Dioxane was removed under reduced pressure and the water phase extracted with diethyl ether (20 ml). Aqueous ammonia was added to the water phase until pH 9, extracted with CHCl3 (3×30 ml ), dried (MgSO4) and the solvent removed under reduced pressure. The valine methyl ester was removed by bulb-to-bu... The reactants are CN1C(=C(C=N1)C(=O)N2CCC(CC2)N)Cl, C1=CC=C2C(=C1)C(=CN=N2)Cl. The reagents and catalysts are C(=O)([O-])[O-].[Cs+].[Cs+], C1=CC=C(C=C1)P(C2=CC=CC=C2)C3=C(C4=CC=CC=C4C=C3)C5=C(C=CC6=CC=CC=C65)P(C7=CC=CC=C7)C8=CC=CC=C8, CC(=O)O.CC(=O)O.[Pd]. Solvent: CC1=CC=CC=C1. Run at temperature 140 celsius. Product: CN1C(=C(C=N1)C(=O)N2CCC(CC2)NC3=CN=NC4=CC=CC=C43)Cl. Isolated yield 8.1%. Reported procedure: (4-aminopiperidin-1-yl)(5-chloro-1-methyl-1H-pyrazol-4-yl)methanone (442 mg, 1.82 mmol) was taken in a microwave tube. Added racemic-2,2'-Bis(diphenylphosphino)-1,1'-binaphthyl (113 mg, 0.18 mmol) followed by the addition of Palladium (II) acetate (40.9 mg, 0.18 mmol), racemic-2,2'-Bis(diphenylphosphino)-1,1'-binaphthyl (113 mg, 0.18 mmol), Cesium carbonate (1782 mg, 5.47 mmol) and diisopropylethyl amine(1ml). toluene (10 mL) was added and stirred at 140 °C for 8h.  After the completon of the re... Starting materials: CCCC[N+](CCCC)(CCCC)CCCC.[F-].C1CCOC1 (TBAF THF), FC1=C(C=C(C=C1)[C@H](CI)O[Si](CC)(CC)CC)NS(=O)(=O)C ((R)—N-(2-Fluoro-5-(2-iodo-1-(triethylsilyloxy)ethyl)phenyl)methanesulfonamide), C(C)(=O)OCC (ethyl acetate). Run in [Cl-].[Na+].O (brine), C1CCOC1 (THF). Conditions: time 1 hour. Product: FC1=C(C=C(C=C1)[C@H]1OC1)NS(=O)(=O)C ((R)—N-(2-Fluoro-5-(oxiran-2-yl)phenyl)methanesulfonamide). Yield: 50.7%. Reaction SMILES: [F:1][C:2]1[CH:7]=[CH:6][C:5]([C@@H:8]([O:11][Si](CC)(CC)CC)[CH2:9]I)=[CH:4][C:3]=1[NH:19][S:20]([CH3:23])(=[O:22])=[O:21].CCCC[N+](CCCC)(CCCC)CCCC.[F-].C1COCC1.C(OCC)(=O)C>C1COCC1.[Cl-].[Na+].O>[F:1][C:2]1[CH:7]=[CH:6][C:5]([C@@H:8]2[CH2:9][O:11]2)=[CH:4][C:3]=1[NH:19][S:20]([CH3:23])(=[O:22])=[O:21] |f:1.2.3,6.7.8|. Procedure: (R)—N-(2-Fluoro-5-(2-iodo-1-(triethylsilyloxy)ethyl)phenyl)methanesulfonamide (2.4190 g) was dissolved in dehydrated THF (40 mL), and added with 1 mol/L-TBAF-THF solution (10 mL; manufactured by Sigma-Aldrich Co.), followed by replacement with nitrogen and stirring at room temperature for 1 hour. The reaction solution was added to brine, and extraction was carried out once with ethyl acetate. The organic layer was washed once with water and dried over magnesium sulfate. After the solvent was eva... Starting materials: CC(C)O, CC(=O)Nc1cc(Cl)cc([N+](=O)[O-])c1O, O. Product: Nc1cc(Cl)cc([N+](=O)[O-])c1O. As a reaction SMILES: [CH3:17][CH:18]([OH:19])[CH3:20].[Cl:1][c:2]1[cH:3][c:4]([N+:13](=[O:14])[O-:15])[c:5]([OH:12])[c:6]([NH:8][C:9](=[O:10])[CH3:11])[cH:7]1.[OH2:16]>>[Cl:1][c:2]1[cH:3][c:4]([N+:13](=[O:14])[O-:15])[c:5]([OH:12])[c:6]([NH2:8])[cH:7]1. The reactants are ClCC1=C(C=C2C(=N1)CCCCC2)C(=O)OCC (ethyl 2-chloromethyl-6,7,8,9-tetrahydro-5H-cyclohepta[b]pyridine-3-carboxylate), O (water), N1=CC(=CC=C1)CO (3-pyridinemethanol), [H-].[Na+] (sodium hydride). The solvent is C1CCOC1 (THF), C1CCOC1 (THF), C(C)(=O)OCC (ethyl acetate). Reaction conditions: time 1 hour. Yields the product N1=CC(=CC=C1)COCC1=C(C=C2C(=N1)CCCCC2)C(=O)OCC (Ethyl 2-(3-pyridylmethyloxymethyl)-6,7,8,9-tetrahydro-5H-cyclohepta[b]pyridine-3-carboxylate). Yield: 21.2%. Reaction SMILES: [N:1]1[CH:6]=[CH:5][CH:4]=[C:3]([CH2:7][OH:8])[CH:2]=1.[H-].[Na+].Cl[CH2:12][C:13]1[N:18]=[C:17]2[CH2:19][CH2:20][CH2:21][CH2:22][CH2:23][C:16]2=[CH:15][C:14]=1[C:24]([O:26][CH2:27][CH3:28])=[O:25].O>C1COCC1.C(OCC)(=O)C>[N:1]1[CH:6]=[CH:5][CH:4]=[C:3]([CH2:7][O:8][CH2:12][C:13]2[N:18]=[C:17]3[CH2:19][CH2:20][CH2:21][CH2:22][CH2:23][C:16]3=[CH:15][C:14]=2[C:24]([O:26][CH2:27][CH3:28])=[O:25])[CH:2]=1 |f:1.2|. Reported procedure: In an atmosphere of argon, 3-pyridinemethanol (0.41 ml, 4.20 mmol) was dissolved in anhydrous THF (4.0 ml), and the solution was mixed with sodium hydride (173.6 mg, 4.34 mmol) at 0° C. and stirred at the same temperature for 1 hour. To this was added dropwise THF solution (4.0 ml) of ethyl 2-chloromethyl-6,7,8,9-tetrahydro-5H-cyclohepta[b]pyridine-3-carboxylate (1.07 g, 3.98 mmol) at 0° C., and the mixture was stirred at from 0° C. to room temperature for 20 hours. The reaction solution was dil... Starting materials: CC(=O)C1CN(Cc2ccccc2)CC1c1ccc(C#N)cc1, CO. Yields the product CC(O)C1CN(Cc2ccccc2)CC1c1ccc(C#N)cc1. Reaction SMILES: [C:1]([CH3:2])(=[O:3])[CH:4]1[CH:5]([c:16]2[cH:17][cH:18][c:19]([C:20]#[N:21])[cH:22][cH:23]2)[CH2:6][N:7]([CH2:9][c:10]2[cH:11][cH:12][cH:13][cH:14][cH:15]2)[CH2:8]1.[CH3:24][OH:25]>>[CH:1]([CH3:2])([OH:3])[CH:4]1[CH:5]([c:16]2[cH:17][cH:18][c:19]([C:20]#[N:21])[cH:22][cH:23]2)[CH2:6][N:7]([CH2:9][c:10]2[cH:11][cH:12][cH:13][cH:14][cH:15]2)[CH2:8]1.